Dataset: the Open Reaction Database (ORD), a public repository of structured organic reaction records. Task: describe an organic reaction: reactants, conditions, products, and yield Starting materials: FC1=CC=C(CN)C=C1 (4-fluorobenzylamine), COC(C1=CC=C(C=C1)C=1N=C(C2=C(N1)SC(=C2)C(F)(F)F)Cl)=O (4-(4-chloro-6-trifluoromethyl-thieno-[2,3-d]-pyrimidin-2-yl)-benzoic acid methylester). Product: COC(C1=CC=C(C=C1)C=1N=C(C2=C(N1)SC(=C2)C(F)(F)F)NCC2=CC=C(C=C2)F)=O (4-[4-(4-fluorobenzylamino)-6-trifluoromethyl-thieno-[2,3-d]-pyrimidin-2-yl]-benzoic acid methylester). Reaction SMILES: [F:1][C:2]1[CH:9]=[CH:8][C:5]([CH2:6][NH2:7])=[CH:4][CH:3]=1.[CH3:10][O:11][C:12](=[O:33])[C:13]1[CH:18]=[CH:17][C:16]([C:19]2[N:20]=[C:21](Cl)[C:22]3[CH:27]=[C:26]([C:28]([F:31])([F:30])[F:29])[S:25][C:23]=3[N:24]=2)=[CH:15][CH:14]=1>>[CH3:10][O:11][C:12](=[O:33])[C:13]1[CH:18]=[CH:17][C:16]([C:19]2[N:20]=[C:21]([NH:7][CH2:6][C:5]3[CH:8]=[CH:9][C:2]([F:1])=[CH:3][CH:4]=3)[C:22]3[CH:27]=[C:26]([C:28]([F:31])([F:30])[F:29])[S:25][C:23]=3[N:24]=2)=[CH:15][CH:14]=1. Procedure details: The reaction procedure as above wherein 4-fluorobenzylamine is reacted with 4-(4-chloro-6-trifluoromethyl-thieno-[2,3-d]-pyrimidin-2-yl)-benzoic acid methylester yields 4-[4-(4-fluorobenzylamino)-6-trifluoromethyl-thieno-[2,3-d]-pyrimidin-2-yl]-benzoic acid methylester. The reactants are BrCC=1OC(=CC1C(=O)OC)C1=CC=C(C=C1)C(F)(F)F (Methyl 2-bromomethyl-5-[4-(trifluoromethyl)phenyl]-3-furoate), CNCCC1=CC=CC=C1 (N-methylphenethylamine). The product is CN(CCC1=CC=CC=C1)CC=1OC(=CC1CO)C1=CC=C(C=C1)C(F)(F)F ({2-{[methyl(2-phenylethyl)amino]methyl}-5-[4-(trifluoromethyl)phenyl]-3-furyl}methanol). RXN SMILES: Br[CH2:2][C:3]1[O:4][C:5]([C:12]2[CH:17]=[CH:16][C:15]([C:18]([F:21])([F:20])[F:19])=[CH:14][CH:13]=2)=[CH:6][C:7]=1[C:8]([O:10]C)=O.[CH3:22][NH:23][CH2:24][CH2:25][C:26]1[CH:31]=[CH:30][CH:29]=[CH:28][CH:27]=1>>[CH3:22][N:23]([CH2:2][C:3]1[O:4][C:5]([C:12]2[CH:17]=[CH:16][C:15]([C:18]([F:21])([F:20])[F:19])=[CH:14][CH:13]=2)=[CH:6][C:7]=1[CH2:8][OH:10])[CH2:24][CH2:25][C:26]1[CH:31]=[CH:30][CH:29]=[CH:28][CH:27]=1. Procedure details: Prepared using intermediate 44 and N-methylphenethylamine. Starting materials: Cc1cccc(OCCCBr)c1N, O=C([O-])[O-], CC#N, [K+], [K+]. The product is Cc1cccc2c1NCCCO2. As a reaction SMILES: [Br:1][CH2:2][CH2:3][CH2:4][O:5][c:6]1[c:7]([NH2:13])[c:8]([CH3:12])[cH:9][cH:10][cH:11]1.[C:14](=[O:15])([O-:16])[O-:17].[CH3:20][C:21]#[N:22].[K+:18].[K+:19]>>[CH2:2]1[CH2:3][CH2:4][O:5][c:6]2[c:7]([c:8]([CH3:12])[cH:9][cH:10][cH:11]2)[NH:13]1. Starting materials: C(C)(C)(C)OC(NCC1=CC=C(C=C1)CN(CC)CCCCN(CCC)CCC)=O ((4-{[(4-dipropylamino-butyl)-ethyl-amino]-methyl}-benzyl)-carbamic acid t-butyl ester), Cl.O1CCOCC1 (hydrogen chloride dioxane). Run in CO (methanol). Conditions: time 1 hour. The product is NCC1=CC=C(CN(CCCCN(CCC)CCC)CC)C=C1 (N-(4-aminomethyl-benzyl)-N-ethyl-N′,N′-dipropyl-butane-1,4-diamine). Isolated yield 92.5%. Reaction SMILES: C(OC(=O)[NH:7][CH2:8][C:9]1[CH:14]=[CH:13][C:12]([CH2:15][N:16]([CH2:19][CH2:20][CH2:21][CH2:22][N:23]([CH2:27][CH2:28][CH3:29])[CH2:24][CH2:25][CH3:26])[CH2:17][CH3:18])=[CH:11][CH:10]=1)(C)(C)C.Cl.O1CCOCC1>CO>[NH2:7][CH2:8][C:9]1[CH:14]=[CH:13][C:12]([CH2:15][N:16]([CH2:17][CH3:18])[CH2:19][CH2:20][CH2:21][CH2:22][N:23]([CH2:27][CH2:28][CH3:29])[CH2:24][CH2:25][CH3:26])=[CH:11][CH:10]=1 |f:1.2|. Procedure details: The compound (311 mg) obtained in Example 23-5 was dissolved in anhydrous methanol (1.0 ml) and added with a 4 mol/l hydrogen chloride/dioxane solution (3.0 ml) and the whole was stirred at room temperature for 1 hour. After completion of the reaction, the solvent was distilled off. The resultant was added with a 1 mol/l sodium hydroxide aqueous solution, subjected to extraction with chloroform, and washed with a saturated saline solution. The organic layer was dried with anhydrous sodium sulfat... The reactants are aqueous solution, aqueous solution, C(C)N (ethylamine), C(=O)C=O (glyoxal), CN (methylamine), aqueous solution, CC(=O)C=O (methyl glyoxal). The product is CN1C(=NC(=C1)C)C (1,2,4-trimethylimidazole), CN1C=NC(=C1)C (1,4-dimethylimidazole). RXN SMILES: [CH3:1][NH2:2].[CH2:3]([NH2:5])[CH3:4].[CH3:6][C:7]([CH:9]=O)=O.C(C=O)=O>>[CH3:1][N:2]1[CH:6]=[C:7]([CH3:9])[N:5]=[C:3]1[CH3:4].[CH3:1][N:2]1[CH:9]=[C:7]([CH3:6])[N:5]=[CH:3]1. Reported procedure: The same procedure as in Example 1 was performed except that 38 parts of methylamine (as a 40% aqueous solution) was used in lieu of ethylamine (as a 70% aqueous solution), and 87 parts of methyl glyoxal was used in lieu of glyoxal (as a 40% aqueous solution). After the dropwise addition, a mixture comprising 1,2,4-trimethylimidazole (a-3) and 1,4-dimethylimidazole (b-3) was obtained. The obtained mixture was analyzed with HPLC to find that the weight ratio of (a-3) to (b-3) was 80:20. The mixtu... Reactants: CC1=NC=C(C(=O)O)C=C1 (6-methylnicotinic acid), C1(CCCC1)NC1CCCC1 (N,N-dicyclopentylamine), P(=O)(Cl)(Cl)Cl (phosphorus oxychloride). Solvent: C1(=CC=CC=C1)C (toluene). Product: CC1=NC=C(C(=O)N(C2CCCC2)C2CCCC2)C=C1 (6-Methyl-N,N-dicyclopentylnicotinamide). The yield is 44.1%. Reaction SMILES: [CH3:1][C:2]1[CH:10]=[CH:9][C:5]([C:6]([OH:8])=O)=[CH:4][N:3]=1.[CH:11]1([NH:16][CH:17]2[CH2:21][CH2:20][CH2:19][CH2:18]2)[CH2:15][CH2:14][CH2:13][CH2:12]1.P(Cl)(Cl)(Cl)=O>C1(C)C=CC=CC=1>[CH3:1][C:2]1[CH:10]=[CH:9][C:5]([C:6]([N:16]([CH:17]2[CH2:18][CH2:19][CH2:20][CH2:21]2)[CH:11]2[CH2:12][CH2:13][CH2:14][CH2:15]2)=[O:8])=[CH:4][N:3]=1. Reported procedure: To a suspension of 6-methylnicotinic acid (1.37 g, 10 mmol) in toluene (10 ml), N,N-dicyclopentylamine (1.84 g, 12 mmol) was added To the homogenous solution obtained, phosphorus oxychloride (0.23 mL, 12 mmol) was injected in dropwise fashion. The reaction mixture was then immersed in an oil-bath at 130° C. and refluxed for 8 h. The reaction flask was cooled and stirred at room temperature. After 16h, the reaction was quenched with water and extracted in ethyl acetate. The organic layer was succ...